Dataset: the Open Reaction Database (ORD), a public repository of structured organic reaction records. Task: describe an organic reaction: reactants, conditions, products, and yield The reactants are C([O-])([O-])=O.[Na+].[Na+] (sodium carbonate), C([O-])([O-])=O.[Cs+].[Cs+] (Cesium carbonate), Cl.ClCCN1CCOCC1 (4-(2-chloroethyl)morpholine hydrochloride), NC1=NC=2C=C(C=CC2C2=C1N=C(N2CC2CCOCC2)CC)O (4-amino-2-ethyl-1-(tetrahydro-2H-pyran-4-ylmethyl)-1H-imidazo[4,5-c]quinolin-7-ol). Solvent: CN(C)C=O (DMF). Conditions: temperature 75 celsius, time 2 hour. Product: C(C)C=1N(C2=C(C(=NC=3C=C(C=CC23)OCCN2CCOCC2)N)N1)CC1CCOCC1 (2-ethyl-7-(2-morpholin-4-ylethoxy)-1-(tetrahydro-2H-pyran-4-ylmethyl)-1H-imidazo[4,5-c]quinolin-4-amine). The yield is 62.1%. As a reaction SMILES: C(=O)([O-])[O-].[Cs+].[Cs+].Cl.Cl[CH2:9][CH2:10][N:11]1[CH2:16][CH2:15][O:14][CH2:13][CH2:12]1.[NH2:17][C:18]1[C:27]2[N:28]=[C:29]([CH2:38][CH3:39])[N:30]([CH2:31][CH:32]3[CH2:37][CH2:36][O:35][CH2:34][CH2:33]3)[C:26]=2[C:25]2[CH:24]=[CH:23][C:22]([OH:40])=[CH:21][C:20]=2[N:19]=1.C(=O)([O-])[O-].[Na+].[Na+]>CN(C=O)C>[CH2:38]([C:29]1[N:30]([CH2:31][CH:32]2[CH2:37][CH2:36][O:35][CH2:34][CH2:33]2)[C:26]2[C:25]3[CH:24]=[CH:23][C:22]([O:40][CH2:9][CH2:10][N:11]4[CH2:16][CH2:15][O:14][CH2:13][CH2:12]4)=[CH:21][C:20]=3[N:19]=[C:18]([NH2:17])[C:27]=2[N:28]=1)[CH3:39] |f:0.1.2,3.4,6.7.8|. Procedure: Cesium carbonate (1.41 g, 4.32 mmol) was added to a solution of 4-(2-chloroethyl)morpholine hydrochloride (348 mg, 1.87 mmol) and 4-amino-2-ethyl-1-(tetrahydro-2H-pyran-4-ylmethyl)-1H-imidazo[4,5-c]quinolin-7-ol (471 mg, 1.44 mmol, prepared in Parts A and B of Example 553) in anhydrous DMF (25 mL). The reaction mixture was heated at 75° C. overnight, allowed to cool, and poured into 1% aqueous sodium carbonate (300 mL). The resulting mixture was stirred for two hours and then extracted with chlo... The reactants are ClC=1C=CC(=C(C1)C(=O)C1=C(C=CC(=C1)Cl)OC)OC (bis(5-chloro-2-methoxyphenyl)ketone), ClC=1C=CC(=C(C1)C(=O)C1=C(C=CC(=C1)Cl)OCC)OCC (bis(5-chloro-2-ethoxyphenyl)ketone). Product: ClC=1C=CC(=C(C1)C(=O)C1=C(C=CC(=C1)Cl)O)O (Bis(5-chloro-2-hydroxyphenyl)ketone). As a reaction SMILES: [Cl:1][C:2]1[CH:3]=[CH:4][C:5]([O:19]C)=[C:6]([C:8]([C:10]2[CH:15]=[C:14]([Cl:16])[CH:13]=[CH:12][C:11]=2[O:17]C)=[O:9])[CH:7]=1.ClC1C=CC(OCC)=C(C(C2C=C(Cl)C=CC=2OCC)=O)C=1>>[Cl:1][C:2]1[CH:3]=[CH:4][C:5]([OH:19])=[C:6]([C:8]([C:10]2[CH:15]=[C:14]([Cl:16])[CH:13]=[CH:12][C:11]=2[OH:17])=[O:9])[CH:7]=1. Procedure: Bis(5-chloro-2-hydroxyphenyl)ketone (m.p. 154° C.; reference m.p. 152°-155° C.) was prepared by the demethylation of bis(5-chloro-2-methoxyphenyl)ketone following the method described by Moshfegh et al (Acta Chem Scand, 1957, 40, 1157-66) for the de-ethylation of bis(5-chloro-2-ethoxyphenyl)ketone. Starting materials: NC1=NC(=C(C(=N1)N[C@@H](C)C1=C(C=C2C(=N1)C=CN2C)C2CCC(CC2)NC(OC(C)(C)C)=O)C#N)C ((S)-tert-butyl (4-(5-(1-((2-amino-5-cyano-6-methylpyrimidin-4-yl)amino)ethyl)-1-methyl-1H-pyrrolo[3,2-b]pyridin-6-yl)cyclohexyl)carbamate), C(=O)(C(F)(F)F)O (TFA). Run in C(Cl)Cl (DCM). Reaction conditions: time 45 minute. Product: NC1=NC(=C(C(=N1)N[C@@H](C)C1=C(C=C2C(=N1)C=CN2C)C2CCC(CC2)N)C#N)C ((S)-2-Amino-4-((1-(6-(4-aminocyclohexyl)-1-methyl-1H-pyrrolo[3,2-b]pyridin-5-yl)ethyl)amino)-6-methylpyrimidine-5-carbonitrile). Yield: 51.5%. As a reaction SMILES: [NH2:1][C:2]1[N:7]=[C:6]([NH:8][C@H:9]([C:11]2[N:16]=[C:15]3[CH:17]=[CH:18][N:19]([CH3:20])[C:14]3=[CH:13][C:12]=2[CH:21]2[CH2:26][CH2:25][CH:24]([NH:27]C(=O)OC(C)(C)C)[CH2:23][CH2:22]2)[CH3:10])[C:5]([C:35]#[N:36])=[C:4]([CH3:37])[N:3]=1.C(O)(C(F)(F)F)=O>C(Cl)Cl>[NH2:1][C:2]1[N:7]=[C:6]([NH:8][C@H:9]([C:11]2[N:16]=[C:15]3[CH:17]=[CH:18][N:19]([CH3:20])[C:14]3=[CH:13][C:12]=2[CH:21]2[CH2:26][CH2:25][CH:24]([NH2:27])[CH2:23][CH2:22]2)[CH3:10])[C:5]([C:35]#[N:36])=[C:4]([CH3:37])[N:3]=1. Procedure details: A scintillation vial was charged with (S)-tert-butyl (4-(5-(1-((2-amino-5-cyano-6-methylpyrimidin-4-yl)amino)ethyl)-1-methyl-1H-pyrrolo[3,2-b]pyridin-6-yl)cyclohexyl)carbamate (0.012 g, 0.024 mmol), DCM (1 mL), and TFA (0.916 mL, 11.89 mmol). The reaction mixture was stirred at room temperature for 45 minutes. The solvent was evaporated via a stream of nitrogen. The crude product was dissolved in a mixture of DMSO and MeOH (1:1) and was purified by preparative HPLC (basic mode, 25-50% ACN/H2O gr... The product is CC(C)(C)OC(=O)NC(Cc1cccc(OC(F)(F)C(F)F)c1)C(O)c1ccc(Oc2ccccc2)cn1. The reactants are CO, [Na+], CC(C)(C)OC(=O)N1C(=O)OC(c2ccc(Oc3ccccc3)cn2)C1Cc1cccc(OC(F)(F)C(F)F)c1, [OH-], O. RXN SMILES: [CH3:44][OH:45].[Na+:42].[O:1]=[C:2]1[O:3][CH:4]([c:28]2[n:29][cH:30][c:31]([O:34][c:35]3[cH:36][cH:37][cH:38][cH:39][cH:40]3)[cH:32][cH:33]2)[CH:5]([CH2:14][c:15]2[cH:16][c:17]([O:21][C:22]([CH:23]([F:24])[F:25])([F:26])[F:27])[cH:18][cH:19][cH:20]2)[N:6]1[C:7](=[O:8])[O:9][C:10]([CH3:11])([CH3:12])[CH3:13].[OH-:41].[OH2:43]>>[OH:3][CH:4]([CH:5]([NH:6][C:7](=[O:8])[O:9][C:10]([CH3:11])([CH3:12])[CH3:13])[CH2:14][c:15]1[cH:16][c:17]([O:21][C:22]([CH:23]([F:24])[F:25])([F:26])[F:27])[cH:18][cH:19][cH:20]1)[c:28]1[n:29][cH:30][c:31]([O:34][c:35]2[cH:36][cH:37][cH:38][cH:39][cH:40]2)[cH:32][cH:33]1.